From a dataset of the Open Reaction Database (ORD), a public repository of structured organic reaction records. describe an organic reaction: reactants, conditions, products, and yield The reactants are ClC1=CC=C(C=C1)S(=O)(=O)NCCC=1N(C=CC1)C (2-(2-(4-chlorobenzenesulphonylamino)-ethyl)-1-methylpyrrole), [N+](=[N-])=CC(=O)OCC (ethyl diazoacetate). Product: ClC1=CC=C(C=C1)S(=O)(=O)NCCC=1N(C(=CC1)CC(=O)OCC)C (Ethyl [2-(2-(4-chlorobenzenesulphonylamino)-ethyl)-1-methylpyrrol-5-yl]-acetate). As a reaction SMILES: [Cl:1][C:2]1[CH:7]=[CH:6][C:5]([S:8]([NH:11][CH2:12][CH2:13][C:14]2[N:15]([CH3:19])[CH:16]=[CH:17][CH:18]=2)(=[O:10])=[O:9])=[CH:4][CH:3]=1.[N+](=[CH:22][C:23]([O:25][CH2:26][CH3:27])=[O:24])=[N-]>>[Cl:1][C:2]1[CH:3]=[CH:4][C:5]([S:8]([NH:11][CH2:12][CH2:13][C:14]2[N:15]([CH3:19])[C:16]([CH2:22][C:23]([O:25][CH2:26][CH3:27])=[O:24])=[CH:17][CH:18]=2)(=[O:10])=[O:9])=[CH:6][CH:7]=1. Procedure details: Prepared analogously to Example 28 from 2-(2-(4-chlorobenzenesulphonylamino)-ethyl)-1-methylpyrrole and ethyl diazoacetate. Reactants: CCN(C(C)C)C(C)C, O=C(OC(Cl)(Cl)Cl)OC(Cl)(Cl)Cl, ClCCl, Cl, COC(=O)c1ccc2c(c1)CCCN2, c1cncc(C2CCNC2)c1, O. Yields the product COC(=O)c1ccc2c(c1)CCCN2C(=O)N1CCC(c2cccnc2)C1. As a reaction SMILES: [CH:16]([N:17]([CH:18]([CH3:19])[CH3:20])[CH2:21][CH3:22])([CH3:23])[CH3:24].[Cl:25][C:26]([Cl:27])([O:28][C:29]([O:30][C:31]([Cl:32])([Cl:33])[Cl:34])=[O:35])[Cl:36].[Cl:48][CH2:49][Cl:50].[ClH:1].[NH:2]1[CH2:3][CH2:4][CH2:5][c:6]2[cH:7][c:8]([C:12](=[O:13])[O:14][CH3:15])[cH:9][cH:10][c:11]21.[NH:37]1[CH2:38][CH:39]([c:42]2[cH:43][n:44][cH:45][cH:46][cH:47]2)[CH2:40][CH2:41]1.[OH2:51]>>[N:2]1([C:29](=[O:35])[N:37]2[CH2:38][CH:39]([c:42]3[cH:43][n:44][cH:45][cH:46][cH:47]3)[CH2:40][CH2:41]2)[CH2:3][CH2:4][CH2:5][c:6]2[cH:7][c:8]([C:12](=[O:13])[O:14][CH3:15])[cH:9][cH:10][c:11]21. The reactants are N1(C=NC=C1)CC1=CC=C(C=C1)C1=C(SC(=C1)CC(C)C)S(=O)(=O)N (3-(4-imidazol-1-ylmethylphenyl)-5-iso-butylthiophene-2-sulfonamide), [OH-].[Na+] (NaOH), C(CCC)S(=O)(=O)Cl (Butanesulfonyl chloride). The solvent is C1CCOC1 (THF), C(C)(=O)OCC (ethyl acetate). Conditions: time 10 minute. The product is C(CCC)S(=O)(=O)NS(=O)(=O)C=1SC(=CC1C1=CC=C(C=C1)CN1C=NC=C1)CC(C)C (N-Butylsulfonyl-3-(4-imidazol-1-ylmethylphenyl)-5-iso-butylthiophene-2-sulfonamide). RXN SMILES: [N:1]1([CH2:6][C:7]2[CH:12]=[CH:11][C:10]([C:13]3[CH:17]=[C:16]([CH2:18][CH:19]([CH3:21])[CH3:20])[S:15][C:14]=3[S:22]([NH2:25])(=[O:24])=[O:23])=[CH:9][CH:8]=2)[CH:5]=[CH:4][N:3]=[CH:2]1.[OH-].[Na+].[CH2:28]([S:32](Cl)(=[O:34])=[O:33])[CH2:29][CH2:30][CH3:31]>C1COCC1.C(OCC)(=O)C>[CH2:28]([S:32]([NH:25][S:22]([C:14]1[S:15][C:16]([CH2:18][CH:19]([CH3:21])[CH3:20])=[CH:17][C:13]=1[C:10]1[CH:11]=[CH:12][C:7]([CH2:6][N:1]2[CH:5]=[CH:4][N:3]=[CH:2]2)=[CH:8][CH:9]=1)(=[O:24])=[O:23])(=[O:34])=[O:33])[CH2:29][CH2:30][CH3:31] |f:1.2|. Procedure details: Crude 3-(4-imidazol-1-ylmethylphenyl)-5-iso-butylthiophene-2-sulfonamide (prepared according to the procedure described in Example 10(c) above) was dissolved in THF (3 mL) under N2 (g). NaOH (1.0 mL, 1M, 1.0 mmol) was added to the mixture, which was then stirred for 10 min. Butanesulfonyl chloride (45 μL, 0.35 mmol) was then added, and the mixture was stirred for 24 h at room temperature. The reaction mixture was then diluted with ethyl acetate (150 mL) and washed with water and brine. The organ... Starting materials: ClC1=CC=C2C=CNC2=C1F (6-chloro-7-fluoro-1H-indole), BrC=1C=NN(C1)CC (4-bromo-1-ethyl-1H-pyrazole), P(=O)([O-])([O-])[O-].[K+].[K+].[K+] (potassium phosphate), CNCCNC (N,N′-dimethylethylenediamine), Cu(I)I. Run in CCCCCC (hexane), C1(=CC=CC=C1)C (toluene). Conditions: temperature 140 celsius. Yields the product ClC1=CC=C2C=CN(C2=C1F)C=1C=NN(C1)CC (6-chloro-1-(1-ethyl-1H-pyrazol-4-yl)-7-fluoro-1H-indole). The yield is 36.0%. Reaction SMILES: [Cl:1][C:2]1[C:10]([F:11])=[C:9]2[C:5]([CH:6]=[CH:7][NH:8]2)=[CH:4][CH:3]=1.Br[C:13]1[CH:14]=[N:15][N:16]([CH2:18][CH3:19])[CH:17]=1.P([O-])([O-])([O-])=O.[K+].[K+].[K+].CNCCNC>C1(C)C=CC=CC=1.CCCCCC>[Cl:1][C:2]1[C:10]([F:11])=[C:9]2[C:5]([CH:6]=[CH:7][N:8]2[C:13]2[CH:14]=[N:15][N:16]([CH2:18][CH3:19])[CH:17]=2)=[CH:4][CH:3]=1 |f:2.3.4.5|. Reported procedure: To a stirred solution of 6-chloro-7-fluoro-1H-indole 8 (400 mg, 2.36 mmol) in toluene (10 mL) were added 4-bromo-1-ethyl-1H-pyrazole 4 (Step 3 above; 414 mg, 2.36 mmol), potassium phosphate (1.25 g, 5.91 mmol), N,N′-dimethylethylenediamine (84 mg, 0.95 mmol) and Cu(I)I (45 mg, 0.24 mmol) at RT under inert atmosphere. The resulted solution was purged with argon and sealed the tube. The reaction mixture was then heated to 140° C. for 16 h. After completion of the reaction (monitored by TLC), the r... Reactants: N1CCC2(CC1)CSC1=C(O2)C2=CC=CC=C2C(C1=O)=O (spiro[naphtho[1,2-b][1,4]oxathiine-2,4′-piperidine]-5,6-dione), C(C)C1OC1 (2-ethyloxirane). Yields the product OC(CN1CCC2(CC1)CSC1=C(O2)C2=CC=CC=C2C(C1=O)=O)CC (1′-(2-hydroxybutyl)spiro[naphtho[1,2-b][1,4]oxathiine-2,4′-piperidine]-5,6-dione). As a reaction SMILES: [NH:1]1[CH2:6][CH2:5][C:4]2([O:11][C:10]3[C:12]4[C:17]([C:18](=[O:21])[C:19](=[O:20])[C:9]=3[S:8][CH2:7]2)=[CH:16][CH:15]=[CH:14][CH:13]=4)[CH2:3][CH2:2]1.[CH2:22]([CH:24]1[CH2:26][O:25]1)[CH3:23]>>[OH:25][CH:24]([CH2:22][CH3:23])[CH2:26][N:1]1[CH2:2][CH2:3][C:4]2([O:11][C:10]3[C:12]4[C:17]([C:18](=[O:21])[C:19](=[O:20])[C:9]=3[S:8][CH2:7]2)=[CH:16][CH:15]=[CH:14][CH:13]=4)[CH2:5][CH2:6]1. Reported procedure: Compound 168 was synthesized using spiro[naphtho[1,2-b][1,4]oxathiine-2,4′-piperidine]-5,6-dione, 2-ethyloxirane and conditions outlined in procedure X. M.p.=180-182° C.; 400 MHz 1H NMR (DMSO-d6) δ: 7.9 (m, 1H), 7.75 (m, 2H), 7.55 (m, 1H), 4.2 (s, 1H), 3.5 (br s, 1H), 3.05 (s, 2H), 2.7 (br s, 2H), 2.45-2.25 (m, 4H), 1.9 (m, 2H), 1.8 (m, 2H), 1.5-1.4 (m, 1H), 1.3-1.2 (m, 1H), 0.85 (m, 3H); LCMS: 374 [M+H]. Starting materials: O=C(Cl)c1ccccc1, O=C(CSCCO)NCC=CCOc1cc(CN2CCCCC2)ccn1, c1ccncc1. The product is O=C(CSCCOC(=O)c1ccccc1)NCC=CCOc1cc(CN2CCCCC2)ccn1. Reaction SMILES: [C:1]([c:2]1[cH:3][cH:4][cH:5][cH:6][cH:7]1)(=[O:8])[Cl:9].[N:10]1([CH2:16][c:17]2[cH:18][c:19]([O:23][CH2:24][CH:25]=[CH:26][CH2:27][NH:28][C:29]([CH2:30][S:31][CH2:32][CH2:33][OH:34])=[O:35])[n:20][cH:21][cH:22]2)[CH2:11][CH2:12][CH2:13][CH2:14][CH2:15]1.[cH:36]1[cH:37][cH:38][n:39][cH:40][cH:41]1>>[C:1]([c:2]1[cH:3][cH:4][cH:5][cH:6][cH:7]1)(=[O:8])[O:34][CH2:33][CH2:32][S:31][CH2:30][C:29]([NH:28][CH2:27][CH:26]=[CH:25][CH2:24][O:23][c:19]1[cH:18][c:17]([CH2:16][N:10]2[CH2:11][CH2:12][CH2:13][CH2:14][CH2:15]2)[cH:22][cH:21][n:20]1)=[O:35]. Reactants: O=C1CCC(=O)N1Br, ClCCl, CCCCCC(C=CC1C(OC2CCCCO2)CC(O)C1CC=CCCCC(=O)OC)OC1CCCCO1, CN(C)C=O. The product is CCCCCC(C=CC1C(OC2CCCCO2)CC2OC(C(Br)CCCC(=O)OC)CC21)OC1CCCCO1. As a reaction SMILES: [Br:39][N:40]1[C:41](=[O:42])[CH2:43][CH2:44][C:45]1=[O:46].[CH2:47]([Cl:48])[Cl:49].[CH3:1][O:2][C:3]([CH2:4][CH2:5][CH2:6][CH:7]=[CH:8][CH2:9][CH:10]1[CH:11]([OH:37])[CH2:12][CH:13]([O:30][CH:31]2[O:32][CH2:33][CH2:34][CH2:35][CH2:36]2)[CH:14]1[CH:15]=[CH:16][CH:17]([CH2:18][CH2:19][CH2:20][CH2:21][CH3:22])[O:23][CH:24]1[O:25][CH2:26][CH2:27][CH2:28][CH2:29]1)=[O:38].[CH3:50][N:51]([CH3:52])[CH:53]=[O:54]>>[CH3:1][O:2][C:3]([CH2:4][CH2:5][CH2:6][CH:7]([CH:8]1[CH2:9][CH:10]2[CH:11]([CH2:12][CH:13]([O:30][CH:31]3[O:32][CH2:33][CH2:34][CH2:35][CH2:36]3)[CH:14]2[CH:15]=[CH:16][CH:17]([CH2:18][CH2:19][CH2:20][CH2:21][CH3:22])[O:23][CH:24]2[O:25][CH2:26][CH2:27][CH2:28][CH2:29]2)[O:37]1)[Br:39])=[O:38].